This data is from the Open Reaction Database (ORD), a public repository of structured organic reaction records. The task is: describe an organic reaction: reactants, conditions, products, and yield Starting materials: NC1=NC=2C=C(C=CC2C2=C1N=C(S2)CC)O (4-amino-2-ethylthiazolo[4,5-c]quinolin-7-ol), C([O-])([O-])=O.[Cs+].[Cs+] (cesium carbonate), O (water), solution, BrCCCCl (1-bromo-3-chloropropane). Run in CN(C)C=O (DMF), CN(C)C=O (DMF). Run at temperature 50 celsius, time 10 minute. Yields the product ClCCCOC=1C=CC=2C3=C(C(=NC2C1)N)N=C(S3)CC (7-(3-chloropropoxy)-2-ethylthiazolo[4,5-c]quinolin-4-amine). The yield is 59.8%. Reaction SMILES: [NH2:1][C:2]1[C:11]2[N:12]=[C:13]([CH2:15][CH3:16])[S:14][C:10]=2[C:9]2[CH:8]=[CH:7][C:6]([OH:17])=[CH:5][C:4]=2[N:3]=1.C(=O)([O-])[O-].[Cs+].[Cs+].Br[CH2:25][CH2:26][CH2:27][Cl:28].O>CN(C=O)C>[Cl:28][CH2:27][CH2:26][CH2:25][O:17][C:6]1[CH:7]=[CH:8][C:9]2[C:10]3[S:14][C:13]([CH2:15][CH3:16])=[N:12][C:11]=3[C:2]([NH2:1])=[N:3][C:4]=2[CH:5]=1 |f:1.2.3|. Procedure details: A mixture of 4-amino-2-ethylthiazolo[4,5-c]quinolin-7-ol (1.00 mg, 4.08 mmol), cesium carbonate (5.30 g, 16.3 mmol), and DMF (40 mL) was stirred at 50° C. for 10 minutes. A portion (0.05 mL) of a solution (1.1 mL) of 1-bromo-3-chloropropane (705 mg, 4.48 mmol) in DMF was added every 7 minutes. After 2 hours the reaction mixture was poured into water (225 mL). The mixture was stirred for 30 minutes and then filtered. The isolated solid was dried to provide 785 mg of 7-(3-chloropropoxy)-2-ethylthi... The reactants are O=C([O-])[O-], CCOC(=O)N1c2ccc(O)nc2C(Nc2ncc(N3CCOCC3)c(Cc3cc(C(F)(F)F)cc(C(F)(F)F)c3)n2)CC1CC, COC(=O)C(F)(F)Cl, CN(C)C=O, CCOC(C)=O, [Cs+], [Cs+], O=C(O)CC(O)(CC(=O)O)C(=O)O. Product: CCOC(=O)N1c2ccc(OC(F)F)nc2C(Nc2ncc(N3CCOCC3)c(Cc3cc(C(F)(F)F)cc(C(F)(F)F)c3)n2)CC1CC. Reaction SMILES: [C:47](=[O:48])([O-:49])[O-:50].[CH2:1]([CH3:2])[O:3][C:4](=[O:5])[N:6]1[CH:7]([CH2:45][CH3:46])[CH2:8][CH:9]([NH:17][c:18]2[n:19][cH:20][c:21]([N:39]3[CH2:40][CH2:41][O:42][CH2:43][CH2:44]3)[c:22]([CH2:24][c:25]3[cH:26][c:27]([C:35]([F:36])([F:37])[F:38])[cH:28][c:29]([C:31]([F:32])([F:33])[F:34])[cH:30]3)[n:23]2)[c:10]2[n:11][c:12]([OH:16])[cH:13][cH:14][c:15]21.[CH3:53][O:54][C:55]([C:56]([F:57])([F:58])[Cl:60])=[O:59].[CH3:74][N:75]([CH3:76])[CH:77]=[O:78].[CH3:79][CH2:80][O:81][C:82](=[O:83])[CH3:84].[Cs+:51].[Cs+:52].[OH:61][C:62]([CH2:63][C:64]([C:65](=[O:66])[OH:67])([CH2:68][C:69](=[O:70])[OH:71])[OH:72])=[O:73]>>[CH2:1]([CH3:2])[O:3][C:4](=[O:5])[N:6]1[CH:7]([CH2:45][CH3:46])[CH2:8][CH:9]([NH:17][c:18]2[n:19][cH:20][c:21]([N:39]3[CH2:40][CH2:41][O:42][CH2:43][CH2:44]3)[c:22]([CH2:24][c:25]3[cH:26][c:27]([C:35]([F:36])([F:37])[F:38])[cH:28][c:29]([C:31]([F:32])([F:33])[F:34])[cH:30]3)[n:23]2)[c:10]2[n:11][c:12]([O:16][CH:56]([F:57])[F:58])[cH:13][cH:14][c:15]21. Reactants: O=C(O)C(F)(F)F, O=C(O)CNc1ccc(-c2ccc(F)cc2)nc1, Nc1nccs1. Yields the product O=C(O)C(F)(F)F, O=C(CNc1ccc(-c2ccc(F)cc2)nc1)Nc1nccs1. As a reaction SMILES: [F:1][C:2]([C:3](=[O:4])[OH:5])([F:6])[F:7].[F:8][c:9]1[cH:10][cH:11][c:12](-[c:15]2[cH:16][cH:17][c:18]([NH:21][CH2:22][C:23](=[O:24])[OH:25])[cH:19][n:20]2)[cH:13][cH:14]1.[NH2:26][c:27]1[s:28][cH:29][cH:30][n:31]1>>[F:1][C:2]([C:3](=[O:4])[OH:5])([F:6])[F:7].[F:8][c:9]1[cH:10][cH:11][c:12](-[c:15]2[cH:16][cH:17][c:18]([NH:21][CH2:22][C:23](=[O:25])[NH:26][c:27]3[s:28][cH:29][cH:30][n:31]3)[cH:19][n:20]2)[cH:13][cH:14]1. Procedure: To a suspension of magnesium (1.477 g, 60.8 mmol) in THF (56 mL) was added 1-bromo-4-octylbenzene (15.00 g, 55.7 mmol). After stirring for about 6 h the reaction mixture was added with filtering to a solution of 3-ethoxycyclohex-2-enone (7.10 g, 50.6 mmol) in THF (28.0 mL) at 0° C. Following the addition the reaction mixture was allowed to warm to room temperature. After 1 h 1N HCl was added until a pH of 1 was obtained. The reaction mixture was diluted with Et2O and the organic layer was separa... Solvent: C1CCOC1 (THF), CCOCC (Et2O), C1CCOC1 (THF). Reaction conditions: time 6 hour. Yields the product C(CCCCCCC)C1=CC=C(C=C1)C1=CC(CCC1)=O (3-(4-octylphenyl)cyclohex-2-enone). RXN SMILES: [Mg].Br[C:3]1[CH:8]=[CH:7][C:6]([CH2:9][CH2:10][CH2:11][CH2:12][CH2:13][CH2:14][CH2:15][CH3:16])=[CH:5][CH:4]=1.C([O:19][C:20]1[CH2:25][CH2:24][CH2:23][C:22](=O)[CH:21]=1)C.Cl>C1COCC1.CCOCC>[CH2:9]([C:6]1[CH:7]=[CH:8][C:3]([C:22]2[CH2:23][CH2:24][CH2:25][C:20](=[O:19])[CH:21]=2)=[CH:4][CH:5]=1)[CH2:10][CH2:11][CH2:12][CH2:13][CH2:14][CH2:15][CH3:16]. Isolated yield 66.0%. Starting materials: C(C)OC1=CC(CCC1)=O (3-ethoxycyclohex-2-enone), [Mg] (magnesium), BrC1=CC=C(C=C1)CCCCCCCC (1-bromo-4-octylbenzene), Cl (HCl). The reactants are C[Si](OCC=1C=CC(=C(C1)O)NCC1=CC=C(C=C1)OC)(C(C)(C)C)C (5-(dimethyl-t-butylsilyl)oxymethyl-2-(4-methoxybenzylamino) phenol), ClCC(=O)Cl (chloroacetyl-chloride), S([O-])(O)(=O)=O.[Na+] (sodium bisulfate). Run in ClCCl (dichloromethane), C(C)N(CC)CC (triethylamine), CN(C)C1=NC=CC=C1 (dimethylaminopyridine). The product is C[Si](OCC1=CC2=C(N(C(CO2)=O)CC2=CC=C(C=C2)OC)C=C1)(C(C)(C)C)C (7-(dimethyl-t-butylsilyl)oxymethyl-4-p-methoxybenzyl-3-oxo-3,4-dihydro-2H-1,4-benzoxazine). Reaction SMILES: [CH3:1][Si:2]([CH3:26])([C:22]([CH3:25])([CH3:24])[CH3:23])[O:3][CH2:4][C:5]1[CH:6]=[CH:7][C:8]([NH:12][CH2:13][C:14]2[CH:19]=[CH:18][C:17]([O:20][CH3:21])=[CH:16][CH:15]=2)=[C:9]([OH:11])[CH:10]=1.Cl[CH2:28][C:29](Cl)=[O:30].S(=O)(=O)(O)[O-].[Na+]>ClCCl.C(N(CC)CC)C.CN(C1C=CC=CN=1)C>[CH3:26][Si:2]([CH3:1])([C:22]([CH3:23])([CH3:25])[CH3:24])[O:3][CH2:4][C:5]1[CH:6]=[CH:7][C:8]2[N:12]([CH2:13][C:14]3[CH:19]=[CH:18][C:17]([O:20][CH3:21])=[CH:16][CH:15]=3)[C:29](=[O:30])[CH2:28][O:11][C:9]=2[CH:10]=1 |f:2.3|. Procedure: To a stirred solution of 5-(dimethyl-t-butylsilyl)oxymethyl-2-(4-methoxybenzylamino) phenol in anhydrous dichloromethane, triethylamine and dimethylaminopyridine at 0° C. and under nitrogen atmosphere, chloroacetyl-chloride is added. The mixture is refluxed for 10 h, poured into aqueous sodium bisulfate, extracted with dichloromethane and the product isolated by flash chromatography. Reactants: CCOC(O)C(F)(F)F, CCO, Nc1ccccc1, O, Cc1ccc(S(=O)(=O)O)cc1. Yields the product CCOC(Nc1ccccc1)C(F)(F)F. Reaction SMILES: [CH2:8]([CH3:9])[O:10][CH:11]([C:12]([F:13])([F:14])[F:15])[OH:16].[CH3:29][CH2:30][OH:31].[NH2:1][c:2]1[cH:3][cH:4][cH:5][cH:6][cH:7]1.[OH2:17].[c:18]1([CH3:19])[cH:20][cH:21][c:22]([S:23]([OH:24])(=[O:25])=[O:26])[cH:27][cH:28]1>>[NH:1]([c:2]1[cH:3][cH:4][cH:5][cH:6][cH:7]1)[CH:11]([O:10][CH2:8][CH3:9])[C:12]([F:13])([F:14])[F:15]. Reaction conditions: time 1 hour. RXN SMILES: [CH2:1]([O:8][C:9]1[C:18]2[CH2:17][CH2:16][CH2:15][CH2:14][C:13]=2[C:12]([CH:19]=O)=[CH:11][CH:10]=1)[C:2]1[CH:7]=[CH:6][CH:5]=[CH:4][CH:3]=1.[CH3:21][CH2:22][O-:23].[Na+].[CH2:25]([OH:27])[CH3:26]>>[CH2:22]([O:23][C:25](=[O:27])/[CH:26]=[CH:19]/[C:12]1[C:13]2[CH2:14][CH2:15][CH2:16][CH2:17][C:18]=2[C:9]([O:8][CH2:1][C:2]2[CH:3]=[CH:4][CH:5]=[CH:6][CH:7]=2)=[CH:10][CH:11]=1)[CH3:21] |f:1.2|. The product is C(C)OC(\C=C\C1=CC=C(C=2CCCCC12)OCC1=CC=CC=C1)=O ((E)-3-(4-Benzyloxy-5,6,7,8-tetrahydro-naphthalen-1-yl)-acrylic acid ethyl ester). Procedure details: To a cooled suspension (−10° C.) of 0.9 g (3.38 mmol) of 4-benzyloxy-5,6,7,8-tetrahydronaphthalene-1-carboxaldehyde [PCT Int. Appl. (2002), WO2002/092084A1] in 10 ml of absolute ethanol were added successively 0.75 ml (3.7 mmol) of triethyl phosphonoacetate and 0.255 g (3.7 mmol) of powdered sodium ethylate. Then, the mixture was stirred at ambient temperature for 1 hour. Subsequently, the reaction mixture was poured onto crushed ice/diluted hydrochloric acid and the product was extracted twice ... Starting materials: C(C1=CC=CC=C1)OC1=CC=C(C=2CCCCC12)C=O (4-benzyloxy-5,6,7,8-tetrahydronaphthalene-1-carboxaldehyde), triethyl phosphonoacetate, CC[O-].[Na+] (sodium ethylate), C(C)O (ethanol). Reactants: COCOC1CCNCC1 (4-Methoxymethoxy-piperidine), ClC=1C=C2C=C(NC2=CC1)C(=O)NC(C(=O)O)CC1=CC=CC=C1 (2-[(5-chloro-1H-indole-2carbonyl)-amino]-3-phenyl-propionic acid). Product: C(C1=CC=CC=C1)C(C(=O)N1CCC(CC1)OCOC)NC(=O)C=1NC2=CC=C(C=C2C1)Cl (5-Chloro-1H-indole-2-carboxylic acid [1-benzyl-2-(4-methoxymethoxy-piperidin-1-yl)-2-oxo-ethyl]-amide). Reaction SMILES: [CH3:1][O:2][CH2:3][O:4][CH:5]1[CH2:10][CH2:9][NH:8][CH2:7][CH2:6]1.[Cl:11][C:12]1[CH:13]=[C:14]2[C:18](=[CH:19][CH:20]=1)[NH:17][C:16]([C:21]([NH:23][CH:24]([CH2:28][C:29]1[CH:34]=[CH:33][CH:32]=[CH:31][CH:30]=1)[C:25](O)=[O:26])=[O:22])=[CH:15]2>>[CH2:28]([CH:24]([NH:23][C:21]([C:16]1[NH:17][C:18]2[C:14]([CH:15]=1)=[CH:13][C:12]([Cl:11])=[CH:20][CH:19]=2)=[O:22])[C:25]([N:8]1[CH2:9][CH2:10][CH:5]([O:4][CH2:3][O:2][CH3:1])[CH2:6][CH2:7]1)=[O:26])[C:29]1[CH:30]=[CH:31][CH:32]=[CH:33][CH:34]=1. Procedure details: 4-Methoxymethoxy-piperidine (1.0 mmol) and 2-[(5-chloro-1H-indole-2carbonyl)-amino]-3-phenyl-propionic acid (1.0 mmol) were coupled according to Procedure A and the product purified by chromatography on silica gel eluted with 1:1 ethyl acetate-hexanes: Reactants: Cc1c(C)c(N2CCNCC2)c(C)c2c1OC(C)(C)C2N1CCCC1, CCOC(C)=O, Cl, Fc1ccc(CCl)cc1. Yields the product Cl, Cl, Cc1c(C)c(N2CCN(Cc3ccc(F)cc3)CC2)c(C)c2c1OC(C)(C)C2N1CCCC1. As a reaction SMILES: [CH3:10][C:11]1([CH3:34])[O:12][c:13]2[c:14]([c:21]([CH3:33])[c:22]([N:27]3[CH2:28][CH2:29][NH:30][CH2:31][CH2:32]3)[c:23]([CH3:26])[c:24]2[CH3:25])[CH:15]1[N:16]1[CH2:17][CH2:18][CH2:19][CH2:20]1.[CH3:36][CH2:37][O:38][C:39](=[O:40])[CH3:41].[ClH:35].[F:1][c:2]1[cH:3][cH:4][c:5]([CH2:6][Cl:7])[cH:8][cH:9]1>>[ClH:35].[ClH:7].[F:1][c:2]1[cH:3][cH:4][c:5]([CH2:6][N:30]2[CH2:29][CH2:28][N:27]([c:22]3[c:21]([CH3:33])[c:14]4[c:13]([c:24]([CH3:25])[c:23]3[CH3:26])[O:12][C:11]([CH3:10])([CH3:34])[CH:15]4[N:16]3[CH2:17][CH2:18][CH2:19][CH2:20]3)[CH2:32][CH2:31]2)[cH:8][cH:9]1. Starting materials: CCCCP(CCCC)CCCC, C1CCOC1, COC(=O)CCNC(=O)c1ccc(O)cc1, Cc1ccccc1, OCc1ccc(-c2ccc(C(F)(F)F)cc2)nc1, O=C(N=NC(=O)N1CCCCC1)N1CCCCC1. Yields the product COC(=O)CCNC(=O)c1ccc(OCc2ccc(-c3ccc(C(F)(F)F)cc3)nc2)cc1. RXN SMILES: [CH2:37]([P:38]([CH2:39][CH2:40][CH2:41][CH3:42])[CH2:43][CH2:44][CH2:45][CH3:46])[CH2:47][CH2:48][CH3:49].[CH2:66]1[O:67][CH2:68][CH2:69][CH2:70]1.[CH3:50][O:51][C:52]([CH2:53][CH2:54][NH:55][C:56]([c:57]1[cH:58][cH:59][c:60]([OH:63])[cH:61][cH:62]1)=[O:64])=[O:65].[CH3:71][c:72]1[cH:73][cH:74][cH:75][cH:76][cH:77]1.[F:1][C:2]([c:3]1[cH:4][cH:5][c:6](-[c:9]2[cH:10][cH:11][c:12]([CH2:15][OH:16])[cH:13][n:14]2)[cH:7][cH:8]1)([F:17])[F:18].[N:19]([C:20]([N:21]1[CH2:22][CH2:23][CH2:24][CH2:25][CH2:26]1)=[O:27])=[N:28][C:29]([N:30]1[CH2:31][CH2:32][CH2:33][CH2:34][CH2:35]1)=[O:36]>>[F:1][C:2]([c:3]1[cH:4][cH:5][c:6](-[c:9]2[cH:10][cH:11][c:12]([CH2:15][O:16][c:60]3[cH:59][cH:58][c:57]([C:56]([NH:55][CH2:54][CH2:53][C:52]([O:51][CH3:50])=[O:65])=[O:64])[cH:62][cH:61]3)[cH:13][n:14]2)[cH:7][cH:8]1)([F:17])[F:18].